Task: describe an organic reaction: reactants, conditions, products, and yield. Dataset: the Open Reaction Database (ORD), a public repository of structured organic reaction records Starting materials: C(C=C)(=O)OCC (ethyl acrylate), C(CC)N[C@H]1[C@@H](CC2(OCCO2)CC1)C(=O)OCC (Ethyl 8-(propylamino)-trans-1,4-dioxaspiro -[4.5]-decane-7-carboxylate), C(C=C)(=O)OCC (ethyl acrylate), C(C=C)(=O)OCC (ethyl acrylate), O (water). The solvent is C(C)O (ethanol). Reaction conditions: time 60 hour. Yields the product C(C)OC(CCN([C@H]1[C@@H](CC2(OCCO2)CC1)C(=O)OCC)CCC)=O (Ethyl 8-[(3-ethoxy-3-oxopropyl)propylamino]-trans-1,4-dioxaspiro[4.5]decane-7-carboxylate). Yield: 57.3%. RXN SMILES: [CH2:1]([NH:4][C@@H:5]1[CH2:14][CH2:13][C:8]2([O:12][CH2:11][CH2:10][O:9]2)[CH2:7][C@H:6]1[C:15]([O:17][CH2:18][CH3:19])=[O:16])[CH2:2][CH3:3].[C:20]([O:24][CH2:25][CH3:26])(=[O:23])[CH:21]=[CH2:22].O>C(O)C>[CH2:25]([O:24][C:20](=[O:23])[CH2:21][CH2:22][N:4]([CH2:1][CH2:2][CH3:3])[C@@H:5]1[CH2:14][CH2:13][C:8]2([O:12][CH2:11][CH2:10][O:9]2)[CH2:7][C@H:6]1[C:15]([O:17][CH2:18][CH3:19])=[O:16])[CH3:26]. Procedure: Ethyl 8-(propylamino)-trans-1,4-dioxaspiro -[4.5]-decane-7-carboxylate (129.6 g, 0.48 mole) was dissolved in ethanol (1500 ml), then ethyl acrylate (479 g, 4.8 mole) was added. The mixture was refluxed overnight, then additional ethyl acrylate (479 g, 4.8 mole) was added. The mixture was refluxed for 24 hours, at which time a third addition of ethyl acrylate (479 g, 0.48 mole) was made, followed by 60 hours of reflux. The mixture was then cooled to room temperature, poured into water, and the hy... The reactants are C(C)OC(=O)N1CCC2=C(C=3C(C(CC3C=C2)(F)F)(C2=CC=CC=C2)Cl)CC1 (1-Chloro-2,2-difluoro-1-phenyl-1,3,6,7,9,10-hexahydro-2H-8-aza-cyclohepta[e]indene-8-carboxylic acid ethyl ester), [H][H] (hydrogen). The reagents and catalysts are [Pd] (Pd—C). Solvent: CCO (EtOH). Yields the product C(C)OC(=O)N1CCC2=C(C=3C(C(CC3C=C2)(F)F)C2=CC=CC=C2)CC1 (2,2-Difluoro-1-phenyl-1,3,6,7,9,10-hexahydro-2H-8-aza-cyclohepta[e]indene-8-carboxylic acid ethyl ester). Isolated yield 78.6%. RXN SMILES: [CH2:1]([O:3][C:4]([N:6]1[CH2:28][CH2:27][C:10]2[C:11]3[C:12](Cl)([C:20]4[CH:25]=[CH:24][CH:23]=[CH:22][CH:21]=4)[C:13]([F:19])([F:18])[CH2:14][C:15]=3[CH:16]=[CH:17][C:9]=2[CH2:8][CH2:7]1)=[O:5])[CH3:2].[H][H]>CCO.[Pd]>[CH2:1]([O:3][C:4]([N:6]1[CH2:28][CH2:27][C:10]2[C:11]3[CH:12]([C:20]4[CH:25]=[CH:24][CH:23]=[CH:22][CH:21]=4)[C:13]([F:19])([F:18])[CH2:14][C:15]=3[CH:16]=[CH:17][C:9]=2[CH2:8][CH2:7]1)=[O:5])[CH3:2]. Reported procedure: Into a 500 ml Parr bottle, the product from step (d) (5.9 g, 14.56 mmol) dissolved in EtOH (150 ml) was added. To the solution, 5% Pd—C (3 g) was added. The reaction mixture was shaken over hydrogen (50 psi) for 16 hours. The reaction mixture was filtered through celite and the volatiles were evaporated in vacuo to give the crude product. Purification by silica-gel chromatography (gradient elution: 0 to 20% EtOAc in hexanes) gave the sub-title compound as a colorless oil (4.25 g). 1H NMR (300 MH...